From a dataset of the Open Reaction Database (ORD), a public repository of structured organic reaction records. describe an organic reaction: reactants, conditions, products, and yield Starting materials: C(C1=CC=CC=C1)OC(NC(CCC1=CC(=C(C=C1)OCCCCCCC)C(F)(F)F)(CO)CO)=O ([1,1-bis(hydroxymethyl)-3-(4-heptyloxy-3-trifluoromethylphenyl)propyl]carbamic Acid Benzyl Ester), C(C1=CC=CC=C1)OP(=O)(OCC1=CC=CC=C1)OP(=O)(OCC1=CC=CC=C1)OCC1=CC=CC=C1 (pyrophosphoric acid tetrabenzyl ester), C1(=CC=CC=C1)C (toluene), FC(C(C(C(C(C(F)(F)F)(F)F)(F)F)(F)F)(F)F)(F)F (perfluorohexane), ClCCl (dichloromethane). The reagents and catalysts are [I-].C(CCCCC)[N+](CCCCCC)(CCCCCC)CCCCCC (tetra-n-hexyl ammonium iodide), [Ag]=O (silver oxide). Reaction conditions: time 15 hour. Yields the product C(C1=CC=CC=C1)OC(NC(CCC1=CC(=C(C=C1)OCCCCCCC)C(F)(F)F)(CO)COP(=O)(CC1=CC=CC=C1)CC1=CC=CC=C1)=O ([1-(dibenzyl)phosphoryloxymethyl-1-hydroxymethyl-3-(4-heptyloxy-3-trifluoromethylphenyl)propyl]carbamic Acid Benzyl Ester). Reaction SMILES: [CH2:1]([O:8][C:9](=[O:36])[NH:10][C:11]([CH2:34][OH:35])([CH2:32][OH:33])[CH2:12][CH2:13][C:14]1[CH:19]=[CH:18][C:17]([O:20][CH2:21][CH2:22][CH2:23][CH2:24][CH2:25][CH2:26][CH3:27])=[C:16]([C:28]([F:31])([F:30])[F:29])[CH:15]=1)[C:2]1[CH:7]=[CH:6][CH:5]=[CH:4][CH:3]=1.C([O:44][P:45](OP(OCC1C=CC=CC=1)(OCC1C=CC=CC=1)=O)(OCC1C=CC=CC=1)=O)C1C=CC=CC=1.[C:74]1([CH3:80])[CH:79]=[CH:78][CH:77]=[CH:76][CH:75]=1.F[C:82](F)(F)[C:83](F)(F)[C:84](F)(F)[C:85](F)(F)[C:86](F)(F)[C:87](F)(F)F.Cl[CH2:102]Cl>[I-].C([N+](CCCCCC)(CCCCCC)CCCCCC)CCCCC.[Ag]=O>[CH2:1]([O:8][C:9](=[O:36])[NH:10][C:11]([CH2:34][O:35][P:45]([CH2:82][C:83]1[CH:102]=[CH:87][CH:86]=[CH:85][CH:84]=1)([CH2:80][C:74]1[CH:79]=[CH:78][CH:77]=[CH:76][CH:75]=1)=[O:44])([CH2:32][OH:33])[CH2:12][CH2:13][C:14]1[CH:19]=[CH:18][C:17]([O:20][CH2:21][CH2:22][CH2:23][CH2:24][CH2:25][CH2:26][CH3:27])=[C:16]([C:28]([F:31])([F:30])[F:29])[CH:15]=1)[C:2]1[CH:3]=[CH:4][CH:5]=[CH:6][CH:7]=1 |f:5.6|. Procedure: Compound 2-1 (230 mg), pyrophosphoric acid tetrabenzyl ester (485 mg), silver oxide (208 mg) and tetra-n-hexyl ammonium iodide (433 mg) were added to a mixed solvent of toluene (4 ml), dichloromethane (4 ml) and perfluorohexane (4 ml), and the mixture was stirred at room temperature for 15 hr. Insoluble material was filtered off and the solvent was evaporated under reduced pressure. The residue was purified by preparative HPLC to give the object product (210 mg) as a colorless oil. Starting materials: C(C1=CC=CC=C1)OC=1C=CC(=C(C1)C(C#CCCC)=O)[N+](=O)[O-] (1-[5-(benzyloxy)-2-nitrophenyl]-2-hexin-1-one). Reagents/catalysts: [Pd] (palladium/carbon). The solvent is C(C)O (ethanol). Product: NC1=C(C=C(C=C1)O)C(CCCCC)=O (1-(2-amino-5-hydroxyphenyl)-1-hexanone). Yield: 94.8%. As a reaction SMILES: C([O:8][C:9]1[CH:10]=[CH:11][C:12]([N+:22]([O-])=O)=[C:13]([C:15](=[O:21])[C:16]#[C:17][CH2:18][CH2:19][CH3:20])[CH:14]=1)C1C=CC=CC=1>C(O)C.[Pd]>[NH2:22][C:12]1[CH:11]=[CH:10][C:9]([OH:8])=[CH:14][C:13]=1[C:15](=[O:21])[CH2:16][CH2:17][CH2:18][CH2:19][CH3:20]. Procedure: Analogously to the procedure of Example X, starting from 1.44 g (4.45 mmol) of 1-[5-(benzyloxy)-2-nitrophenyl]-2-hexin-1-one with 0.20 g of palladium/carbon (10%) in 50 ml of ethanol under hydrogen, after 3 h 874 mg (95%) of 1-(2-amino-5-hydroxyphenyl)-1-hexanone are obtained. Starting materials: N1C(COCC1)=O (3-morpholinone), O (water), (w/w)sodium hydroxide, C(CO)#N (glycolonitrile). The product is C(#N)CNCCOCC(=O)O ([2-(cyanomethylamino)ethoxy]acetic acid). RXN SMILES: [NH:1]1[CH2:6][CH2:5][O:4][CH2:3][C:2]1=[O:7].[C:8](#[N:11])[CH2:9]O.[OH2:12]>>[C:8]([CH2:9][NH:1][CH2:6][CH2:5][O:4][CH2:3][C:2]([OH:7])=[O:12])#[N:11]. Procedure: In a 300 mL beaker was placed 5.78 g (57 mmol) of 3-morpholinone (I), 50% (w/w)sodium hydroxide (5.02 g, 63 mmol), 100 mL of water and a magnetic stir bar. The resulting solution was heated for 30 min at a gentle boil then cooled to room temperature. While the solution was stirring at room temperature, the glycolonitrile (40 percent aqueous, 8.13 g, 57 mmol) was added dropwise. The solution was stirred at room temperature for 1 h. at which time a 13C NMR indicated that the reaction was complete.... Procedure details: A monomer was prepared by adding 14.4 g 2-nitrobenzyl alcohol (Alfa Aesar, Ward Hill, Mass.), 14.6 g isocyanatoethyl methacrylate (Aldrich, Milwaukee, Wis.), and 1 drop of dibutyltin dilaurate (Alfa Aesar, Ward Hill, Mass.) to a 4-ounce jar. The jar was sealed and placed in a 70° C. oven for 2 hours. The resulting reaction mixture was analyzed by infrared spectroscopy (Nexus 670 FT-IR E.S.P.; Thermo Nicolet Corporation; Madison, Wis.) which showed no absorbance at 2250 cm−1, indicating substanti... Yields the product CC(C(=O)OCCNC(=O)OCC1=C(C=CC=C1)[N+](=O)[O-])=C (2-({[(2-nitrobenzyl)oxy]carbonyl}amino)ethyl 2-methylacrylate). As a reaction SMILES: [N+:1]([C:4]1[CH:11]=[CH:10][CH:9]=[CH:8][C:5]=1[CH2:6][OH:7])([O-:3])=[O:2].[C:12]([O:17][CH2:18][CH2:19][N:20]=[C:21]=[O:22])(=[O:16])[C:13]([CH3:15])=[CH2:14].[N-]=C=O>C([O-])(=O)CCCCCCCCCCC.C([O-])(=O)CCCCCCCCCCC.C([Sn+2]CCCC)CCC.C1(C)C=CC=CC=1>[CH3:15][C:13](=[CH2:14])[C:12]([O:17][CH2:18][CH2:19][NH:20][C:21]([O:7][CH2:6][C:5]1[CH:8]=[CH:9][CH:10]=[CH:11][C:4]=1[N+:1]([O-:3])=[O:2])=[O:22])=[O:16] |f:3.4.5|. Starting materials: [N+](=O)([O-])C1=C(CO)C=CC=C1 (2-nitrobenzyl alcohol), C(C(=C)C)(=O)OCCN=C=O (isocyanatoethyl methacrylate), [N-]=C=O (isocyanate). The solvent is C1(=CC=CC=C1)C (toluene). Reagents/catalysts: C(CCCCCCCCCCC)(=O)[O-].C(CCCCCCCCCCC)(=O)[O-].C(CCC)[Sn+2]CCCC (dibutyltin dilaurate). Starting materials: CC(=O)N1CCc2ccc([N+](=O)[O-])cc2CC1, Cl, [Na+], [OH-]. Yields the product O=[N+]([O-])c1ccc2c(c1)CCNCC2. Reaction SMILES: [C:1](=[O:2])([CH3:3])[N:4]1[CH2:5][CH2:6][c:7]2[c:8]([cH:11][cH:12][c:13]([N+:15](=[O:16])[O-:17])[cH:14]2)[CH2:9][CH2:10]1.[ClH:20].[Na+:19].[OH-:18]>>[NH:4]1[CH2:5][CH2:6][c:7]2[c:8]([cH:11][cH:12][c:13]([N+:15](=[O:16])[O-:17])[cH:14]2)[CH2:9][CH2:10]1. Reactants: C(C)N(CC)CC1=C(C=C(S1)C1=NC(=NO1)C1=CC(=C(C(=C1)C)O)CC)C (4-[5-(5-diethylaminomethyl-4-methyl-thiophen-2-yl)-[1,2,4]oxadiazol-3-yl]-2-ethyl-6-methyl-phenol), C(=O)(OC(C)(C)C)NCCCBr (3-(Boc-amino)-propylbromide). The product is C(C)N(CC)CC1=C(C=C(S1)C1=NC(=NO1)C1=CC(=C(OCCCN)C(=C1)C)CC)C (3-{4-[5-(5-Diethylaminomethyl-4-methyl-thiophen-2-yl)-[1,2,4]oxadiazol-3-yl]-2-ethyl-6-methyl-phenoxy}-propylamine). Isolated yield 38.4%. As a reaction SMILES: [CH2:1]([N:3]([CH2:6][C:7]1[S:11][C:10]([C:12]2[O:16][N:15]=[C:14]([C:17]3[CH:22]=[C:21]([CH3:23])[C:20]([OH:24])=[C:19]([CH2:25][CH3:26])[CH:18]=3)[N:13]=2)=[CH:9][C:8]=1[CH3:27])[CH2:4][CH3:5])[CH3:2].C([NH:35][CH2:36][CH2:37][CH2:38]Br)(OC(C)(C)C)=O>>[CH2:1]([N:3]([CH2:6][C:7]1[S:11][C:10]([C:12]2[O:16][N:15]=[C:14]([C:17]3[CH:22]=[C:21]([CH3:23])[C:20]([O:24][CH2:38][CH2:37][CH2:36][NH2:35])=[C:19]([CH2:25][CH3:26])[CH:18]=3)[N:13]=2)=[CH:9][C:8]=1[CH3:27])[CH2:4][CH3:5])[CH3:2]. Reported procedure: The title compound (309 mg) is prepared in analogy to Example 201 starting from 4-[5-(5-diethylaminomethyl-4-methyl-thiophen-2-yl)-[1,2,4]oxadiazol-3-yl]-2-ethyl-6-methyl-phenol (700 mg, 1.82 mmol) and 3-(Boc-amino)-propylbromide (900 mg, 3.63 mmol); LC-MS: tR=0.46 min; [M+1]+=443.10. The reactants are C(C)(C)(C)C1CCC(CC1)=O (4-tert-Butyl cyclohexanone), C1CCC2CC(=O)CCC2C1 (2-decalone). Yields the product C(C)(C)(C)C1CCC(CC1)=C (1-tert-butyl-4-methylenecyclohexane). As a reaction SMILES: [C:1]([CH:5]1[CH2:10][CH2:9][C:8](=O)[CH2:7][CH2:6]1)([CH3:4])([CH3:3])[CH3:2].[CH2:12]1CC2C(CC(CC2)=O)CC1>>[C:1]([CH:5]1[CH2:10][CH2:9][C:8](=[CH2:12])[CH2:7][CH2:6]1)([CH3:4])([CH3:3])[CH3:2]. Procedure details: The title compound was prepared as described in Example 45A substituting 4-tert-Butyl cyclohexanone, commercially available from Aldrich, for 2-decalone. Starting materials: NC=1C=C(C(=O)CCC(=O)O)C=CC1OC (3-(3-amino-4-methoxybenzoyl) propionic acid), [N+](=O)([O-])[O-].[Na+] (sodium nitrate), hydrated copper sulphate, [Cl-].[Na+] (sodium chloride), S(=O)(=O)([O-])S(=O)[O-].[Na+].[Na+] (sodium metabisulphite), [OH-].[Na+] (sodium hydroxide), diazo. Run in Cl (hydrochloric acid), O (water), O (water), O (water). Product: ClC=1C=C(C(=O)CCC(=O)O)C=CC1OC (3-(3-Chloro-4-methoxybenzoyl)propionic acid). RXN SMILES: N[C:2]1[CH:3]=[C:4]([CH:12]=[CH:13][C:14]=1[O:15][CH3:16])[C:5]([CH2:7][CH2:8][C:9]([OH:11])=[O:10])=[O:6].[N+]([O-])([O-])=O.[Na+].[Cl-:22].[Na+].S(S([O-])=O)([O-])(=O)=O.[Na+].[Na+].[OH-].[Na+]>Cl.O>[Cl:22][C:2]1[CH:3]=[C:4]([CH:12]=[CH:13][C:14]=1[O:15][CH3:16])[C:5]([CH2:7][CH2:8][C:9]([OH:11])=[O:10])=[O:6] |f:1.2,3.4,5.6.7,8.9|. Reported procedure: A solution of 3-(3-amino-4-methoxybenzoyl) propionic acid (5 g.) in concentrated hydrochloric acid (25 ml.) was diazotised at 0° C by the addition of a solution of sodium nitrate (1.54 g.) in water (5 ml.). This diazo solution was added with stirring to a solution containing hydrated copper sulphate (6.3 g.) and sodium chloride (5.4 g.) in water (20 ml.) to which had been added a solution containing sodium metabisulphite (1.4 g.) and sodium hydroxide (0.9 g.) in water (10 ml.). The mixture was t... The reactants are [OH-].[Ca+2].[OH-] (calcium hydroxide), C(=O)=O (carbon dioxide), [OH-].[Ca+2].[OH-] (calcium hydroxide). Run in O (water). The product is C([O-])(O)=O.[Ca+2].C([O-])(O)=O (calcium bicarbonate). As a reaction SMILES: [OH-:1].[Ca+2:2].[OH-].[C:4](=[O:6])=[O:5]>O>[C:4](=[O:1])([OH:6])[O-:5].[Ca+2:2].[C:4](=[O:1])([OH:6])[O-:5] |f:0.1.2,5.6.7|. Procedure: In the next step, calcium hydroxide (Ca(OH)2) is added at the downstream end 48 of the second flow channel 36. The sequestered carbon dioxide (CO2), dissolved in the desalinated water, then reacts with the added calcium hydroxide (Ca(OH)2) to produce calcium bicarbonate (Ca(HCO3)2) in accordance with the following equation: Ca(OH)2+CO2→Ca(HCO3)2  Eq. 2 Starting materials: O=C(O)c1ccccc1C(=O)OO, ClCCl, FC(F)=CCCSc1nc2ccccc2s1, [Mg], O, O, O, O, O, O, O. Yields the product O=S(=O)(CCC=C(F)F)c1nc2ccccc2s1. As a reaction SMILES: [C:23]([O:24][OH:25])(=[O:26])[c:27]1[c:28]([C:33]([OH:34])=[O:35])[cH:29][cH:30][cH:31][cH:32]1.[Cl:37][CH2:38][Cl:39].[F:1][C:2](=[CH:3][CH2:4][CH2:5][S:6][c:7]1[s:8][c:9]2[c:10]([n:11]1)[cH:12][cH:13][cH:14][cH:15]2)[F:16].[Mg:36].[OH2:17].[OH2:18].[OH2:19].[OH2:20].[OH2:21].[OH2:22].[OH2:40]>>[F:1][C:2](=[CH:3][CH2:4][CH2:5][S:6]([c:7]1[s:8][c:9]2[c:10]([n:11]1)[cH:12][cH:13][cH:14][cH:15]2)(=[O:17])=[O:18])[F:16].